This data is from the Open Reaction Database (ORD), a public repository of structured organic reaction records. The task is: describe an organic reaction: reactants, conditions, products, and yield Reactants: ONC(=O)C1N(CCCCC1COC(C)=O)S(=O)(=O)C1=CC=C(C=C1)OC (Acetic acid 2-hydroxycarbamoyl-1-(4-methoxy-benzenesulfonyl)-azepan-3-ylmethyl ester), [Li+].[OH-] (LiOH). Run in CO (methanol), O (water). Run at time 30 minute. Yields the product OCC1C(N(CCCC1)S(=O)(=O)C1=CC=C(C=C1)OC)C(=O)O (3-Hydroxymethyl-1-(4-methoxy-benzenesulfonyl)-azepane-2-carboxylic acid). RXN SMILES: ON[C:3]([CH:5]1[CH:11]([CH2:12][O:13]C(=O)C)[CH2:10][CH2:9][CH2:8][CH2:7][N:6]1[S:17]([C:20]1[CH:25]=[CH:24][C:23]([O:26][CH3:27])=[CH:22][CH:21]=1)(=[O:19])=[O:18])=[O:4].[Li+].[OH-:29]>CO.O>[OH:13][CH2:12][CH:11]1[CH2:10][CH2:9][CH2:8][CH2:7][N:6]([S:17]([C:20]2[CH:25]=[CH:24][C:23]([O:26][CH3:27])=[CH:22][CH:21]=2)(=[O:18])=[O:19])[CH:5]1[C:3]([OH:4])=[O:29] |f:1.2|. Reported procedure: To a solution of Acetic acid 2-hydroxycarbamoyl-1-(4-methoxy-benzenesulfonyl)-azepan-3-ylmethyl ester in 1.1 mL methanol was added 0.1 mL of 1.0 M LiOH in water at ambient temperature. The reaction was stopped after 30 minutes by evaporating the solvent under reduced pressure. The residue was taken up in water and washed twice with diethyl ether, followed by acidification of the water to pH=1 with 1N HCl. The water layer was extracted twice with ethyl acetate which was dried over anhydrous magne... Reactants: [Cl-].[Na+] (sodium chloride), CC(C)C[AlH]CC(C)C (DIBAL-H), S1C(=CC=2CN(CCC21)C(=O)OC(C)(C)C)C(=O)OC (5-tert-butyl 2-methyl 6,7-dihydrothieno[3,2-c]pyridine-2,5(4H)-dicarboxylate), CO (Methanol). The solvent is C1(=CC=CC=C1)C (toluene). Conditions: temperature -78 celsius, time 1.5 hour. The product is OCC1=CC=2CN(CCC2S1)C(=O)OC(C)(C)C (tert-Butyl 2-(hydroxymethyl)-6,7-dihydrothieno[3,2-c]pyridine-5(4H)-carboxylate). RXN SMILES: CC(C[AlH]CC(C)C)C.[S:10]1[C:18]2[CH2:17][CH2:16][N:15]([C:19]([O:21][C:22]([CH3:25])([CH3:24])[CH3:23])=[O:20])[CH2:14][C:13]=2[CH:12]=[C:11]1[C:26](OC)=[O:27].CO.[Cl-].[Na+]>C1(C)C=CC=CC=1>[OH:27][CH2:26][C:11]1[S:10][C:18]2[CH2:17][CH2:16][N:15]([C:19]([O:21][C:22]([CH3:25])([CH3:24])[CH3:23])=[O:20])[CH2:14][C:13]=2[CH:12]=1 |f:3.4|. Reported procedure: DIBAL-H (11.1 mmol) was added to a −78° C. cold solution of 5-tert-butyl 2-methyl 6,7-dihydrothieno[3,2-c]pyridine-2,5(4H)-dicarboxylate (1.5 g, 5.3 mmol) in dry toluene (30 ml). The reaction mixture obtained was stirred at −78° C. for 1.5 hours. The course of the reaction was monitored by thin layer chromatography. Methanol (12 ml) was then added to the reaction mixture, the mixture was warmed slowly to 25° C. and thereafter saturated sodium chloride solution was added. The reaction mixture was... Reactants: [Na+], C1CCOC1, [OH-], Cc1noc(N(S(=O)(=O)c2ccc(-c3ccccc3)cc2)S(=O)(=O)c2ccc(-c3ccccc3)cc2)c1Br. Yields the product Cc1noc(NS(=O)(=O)c2ccc(-c3ccccc3)cc2)c1Br. Reaction SMILES: [Na+:40].[O:41]1[CH2:42][CH2:43][CH2:44][CH2:45]1.[OH-:39].[c:1]1(-[c:33]2[cH:34][cH:35][cH:36][cH:37][cH:38]2)[cH:2][cH:3][c:4]([S:7](=[O:8])(=[O:9])[N:10]([S:11]([c:12]2[cH:13][cH:14][c:15](-[c:16]3[cH:17][cH:18][cH:19][cH:20][cH:21]3)[cH:22][cH:23]2)(=[O:24])=[O:25])[c:26]2[c:27]([Br:32])[c:28]([CH3:31])[n:29][o:30]2)[cH:5][cH:6]1>>[c:1]1(-[c:33]2[cH:34][cH:35][cH:36][cH:37][cH:38]2)[cH:2][cH:3][c:4]([S:7](=[O:8])(=[O:9])[NH:10][c:26]2[c:27]([Br:32])[c:28]([CH3:31])[n:29][o:30]2)[cH:5][cH:6]1. Reactants: O=C1N=C2C(=CC=CC2=C2C1CCO2)OC (4-Oxo-6-methoxy-2,3-dihydrofuro[3,2-c]quinoline), COC1=CC(=C(N)C=C1)C (4-methoxy-2-methylaniline). Solvent: C(CO)O (ethylene glycol), salt, O (water). Run at temperature 210 celsius. Product: CC1=C(C=CC(=C1)OC)N1CCC=2C(NC=3C(=CC=CC3C21)OC)=O (1-(2-methyl-4-methoxyphenyl) -4-oxo-6-methoxy-2,3,4,5-tetrahydropyrrolo[3,2-c]quinoline). Isolated yield 80.3%. RXN SMILES: [O:1]=[C:2]1[CH:11]2[CH2:12][CH2:13]O[C:10]2=[C:9]2[C:4]([C:5]([O:15][CH3:16])=[CH:6][CH:7]=[CH:8]2)=[N:3]1.[CH3:17][O:18][C:19]1[CH:25]=[CH:24][C:22]([NH2:23])=[C:21]([CH3:26])[CH:20]=1>C(O)CO.O>[CH3:26][C:21]1[CH:20]=[C:19]([O:18][CH3:17])[CH:25]=[CH:24][C:22]=1[N:23]1[C:10]2[C:9]3[CH:8]=[CH:7][CH:6]=[C:5]([O:15][CH3:16])[C:4]=3[NH:3][C:2](=[O:1])[C:11]=2[CH2:12][CH2:13]1. Procedure: 4-Oxo-6-methoxy-2,3-dihydrofuro[3,2-c]quinoline (217 mg, 1.0 mmol) was dissolved in 10 ml of ethylene glycol and 4-methoxy-2-methylaniline (322 μl, 2.5 mmol) was added under nitrogen. The reaction mixture was heated at 210° C. for 15 hours. The reaction mixture was diluted with 20 ml of salt water and the aqueous layer was extracted with methylene chloride (15 ml×3). After washing with water (15 ml×3), the organic layer was dried by anhydrous magnesium sulfate and filtered, and concentrated unde... Reactants: CC(C)(C)[SiH2]OC(C)(C)c1cc(CN)ccc1Cl, CCN(C(C)C)C(C)C, COC(=O)Cl, ClCCl. The product is COC(=O)NCc1ccc(Cl)c(C(C)(C)O[SiH2]C(C)(C)C)c1. As a reaction SMILES: [C:6]([CH3:7])([CH3:8])([CH3:9])[SiH2:10][O:11][C:12]([c:13]1[cH:14][c:15]([CH2:16][NH2:17])[cH:18][cH:19][c:20]1[Cl:21])([CH3:22])[CH3:23].[CH:24]([N:25]([CH2:26][CH3:27])[CH:28]([CH3:29])[CH3:30])([CH3:31])[CH3:32].[Cl:1][C:2](=[O:3])[O:4][CH3:5].[Cl:33][CH2:34][Cl:35]>>[C:2](=[O:3])([O:4][CH3:5])[NH:17][CH2:16][c:15]1[cH:14][c:13]([C:12]([O:11][SiH2:10][C:6]([CH3:7])([CH3:8])[CH3:9])([CH3:22])[CH3:23])[c:20]([Cl:21])[cH:19][cH:18]1. Starting materials: CC(C)C(Oc1nc(Br)cnc1N)c1c(F)ccc(F)c1Cl, CC1(C)OB(c2ccc(OCCN3CCOCC3)cc2)OC1(C)C. Product: CC(C)C(Oc1nc(-c2ccc(OCCN3CCOCC3)cc2)cnc1N)c1c(F)ccc(F)c1Cl. Reaction SMILES: [Br:1][c:2]1[n:3][c:4]([O:9][CH:10]([CH:11]([CH3:12])[CH3:13])[c:14]2[c:15]([Cl:22])[c:16]([F:21])[cH:17][cH:18][c:19]2[F:20])[c:5]([NH2:8])[n:6][cH:7]1.[CH3:23][C:24]1([CH3:25])[C:26]([CH3:27])([CH3:28])[O:29][B:30]([c:31]2[cH:32][cH:33][c:34]([O:35][CH2:36][CH2:37][N:38]3[CH2:39][CH2:40][O:41][CH2:42][CH2:43]3)[cH:44][cH:45]2)[O:46]1>>[c:2]1(-[c:31]2[cH:32][cH:33][c:34]([O:35][CH2:36][CH2:37][N:38]3[CH2:39][CH2:40][O:41][CH2:42][CH2:43]3)[cH:44][cH:45]2)[n:3][c:4]([O:9][CH:10]([CH:11]([CH3:12])[CH3:13])[c:14]2[c:15]([Cl:22])[c:16]([F:21])[cH:17][cH:18][c:19]2[F:20])[c:5]([NH2:8])[n:6][cH:7]1. The reactants are C1(=CC=CC=C1)N1N=C(C(N(C1=O)CCCC)=O)C#N (2-phenyl-4-butyl-3,5-dioxo-2,3,4,5-tetrahydro-1,2,4-triazine-6-carbonitrile), Cl (HCl), C(C)(=O)O (acetic acid). Conditions: temperature 120 celsius. Yields the product C1(=CC=CC=C1)N1N=C(C(N(C1=O)CCCC)=O)C(=O)O (2-phenyl-4-butyl-3,5-dioxo-2,3,4,5-tetrahydro-1,2,4-triazine-6-carboxylic acid). Isolated yield 45.7%. Reaction SMILES: [C:1]1([N:7]2[C:12](=[O:13])[N:11]([CH2:14][CH2:15][CH2:16][CH3:17])[C:10](=[O:18])C(C#N)=[N:8]2)[CH:6]=[CH:5][CH:4]=[CH:3][CH:2]=1.Cl.[C:22]([OH:25])(=[O:24])[CH3:23]>>[C:1]1([N:7]2[C:12](=[O:13])[N:11]([CH2:14][CH2:15][CH2:16][CH3:17])[C:10](=[O:18])[C:23]([C:22]([OH:25])=[O:24])=[N:8]2)[CH:2]=[CH:3][CH:4]=[CH:5][CH:6]=1. Reported procedure: Intermediate f (8.2 g, 0.035 mol) was added to a mixed solvent of glacial acetic acid (100 mL) and HCl (72 mL, 0.86 mmol). The mixture was warmed up to 120° C. and reacted under reflux for 4 h. The solvent was evaporated off. To the obtained fraction was added water (200 mL). The mixture was filtered by suction and dried to produce Intermediate g (3.7 g) in a yield of 45.7%. The reactants are CO, O=C(CCC(NCc1cc(Oc2ccccc2)ncc1[N+](=O)[O-])C1CCCCC1)N(CCO)C1CCCCC1. The product is Nc1cnc(Oc2ccccc2)cc1CNC(CCC(=O)N(CCO)C1CCCCC1)C1CCCCC1. RXN SMILES: [CH3:40][OH:41].[CH:1]1([CH:7]([CH2:8][CH2:9][C:10](=[O:11])[N:12]([CH2:13][CH2:14][OH:15])[CH:16]2[CH2:17][CH2:18][CH2:19][CH2:20][CH2:21]2)[NH:22][CH2:23][c:24]2[cH:25][c:26]([O:33][c:34]3[cH:35][cH:36][cH:37][cH:38][cH:39]3)[n:27][cH:28][c:29]2[N+:30]([O-:31])=[O:32])[CH2:2][CH2:3][CH2:4][CH2:5][CH2:6]1>>[CH:1]1([CH:7]([CH2:8][CH2:9][C:10](=[O:11])[N:12]([CH2:13][CH2:14][OH:15])[CH:16]2[CH2:17][CH2:18][CH2:19][CH2:20][CH2:21]2)[NH:22][CH2:23][c:24]2[cH:25][c:26]([O:33][c:34]3[cH:35][cH:36][cH:37][cH:38][cH:39]3)[n:27][cH:28][c:29]2[NH2:30])[CH2:2][CH2:3][CH2:4][CH2:5][CH2:6]1.